This data is from the Open Reaction Database (ORD), a public repository of structured organic reaction records. The task is: describe an organic reaction: reactants, conditions, products, and yield The reactants are ON=C(C1=CN=CC=C1)N (N′-hydroxynicotinimidamide), C(#N)C1=CC=C(C(=O)Cl)C=C1 (4-cyanobenzoyl chloride), N (NH3). Yields the product N1=CC(=CC=C1)C1=NOC(=N1)C1=CC=C(C#N)C=C1 (4-(3-(pyridin-3-yl)-1,2,4-oxadiazol-5-yl)benzonitrile). Reaction SMILES: [OH:1][N:2]=[C:3]([NH2:10])[C:4]1[CH:9]=[CH:8][CH:7]=[N:6][CH:5]=1.[C:11]([C:13]1[CH:21]=[CH:20][C:16]([C:17](Cl)=O)=[CH:15][CH:14]=1)#[N:12].N>>[N:6]1[CH:7]=[CH:8][CH:9]=[C:4]([C:3]2[N:10]=[C:17]([C:16]3[CH:20]=[CH:21][C:13]([C:11]#[N:12])=[CH:14][CH:15]=3)[O:1][N:2]=2)[CH:5]=1. Procedure details: The title compound was prepared according to the procedure of Example 1 using N′-hydroxynicotinimidamide (Aldrich) and 4-cyanobenzoyl chloride (Aldrich). 1H NMR (300 MHz, CD3OD) δ 7.65 (ddd, J=8.0, 4.9, 1.0 Hz, 1 H), 8.02 (d, J=8.8 Hz, 2 H), 8.42 (d, J=8.8 Hz, 2 H), 8.57 (dt, J=8.1, 1.9 Hz, 1 H), 8.75 (dd, J=4.7, 1.7 Hz, 1 H), 9.31 (dd, J=2.2, 0.8 Hz, 1 H) ppm; MS (DCI/NH3) m/z 249 (M+H)+. Reactants: C(C)(C)(C)OC(=O)N[C@@H]([C@@H](C)CC)C(=O)N[C@@H](C(C)C)C(=O)N[C@@H](CC1=CNC2=CC=CC=C12)C(=O)O (t-butyloxycarbonyl-isoleucyl-valyl-tryptophan), Cl (HCl), O (H2O), C(C)(=O)O (acetic acid), 6.07. The solvent is O1CCOCC1 (dioxane). Yields the product Cl.N[C@@H]([C@@H](C)CC)C(=O)N[C@@H](C(C)C)C(=O)N[C@@H](CC1=CNC2=CC=CC=C12)C(=O)O (L-Isoleucyl-L-valyl-L-tryptophan hydrochloride). As a reaction SMILES: C(OC([NH:8][C@H:9]([C:14]([NH:16][C@H:17]([C:21]([NH:23][C@H:24]([C:35]([OH:37])=[O:36])[CH2:25][C:26]1[C:34]2[C:29](=[CH:30][CH:31]=[CH:32][CH:33]=2)[NH:28][CH:27]=1)=[O:22])[CH:18]([CH3:20])[CH3:19])=[O:15])[C@H:10]([CH2:12][CH3:13])[CH3:11])=O)(C)(C)C.C(O)(=O)C.[ClH:42].O>O1CCOCC1>[ClH:42].[NH2:8][C@H:9]([C:14]([NH:16][C@H:17]([C:21]([NH:23][C@H:24]([C:35]([OH:37])=[O:36])[CH2:25][C:26]1[C:34]2[C:29](=[CH:30][CH:31]=[CH:32][CH:33]=2)[NH:28][CH:27]=1)=[O:22])[CH:18]([CH3:20])[CH3:19])=[O:15])[C@H:10]([CH2:12][CH3:13])[CH3:11] |f:5.6|. Procedure: The title compound is prepared using the previously described procedures and the following reagants: 1.17 g (2.3 mmoles) t-butyloxycarbonyl-isoleucyl-valyl-tryptophan, 10 ml glacial acetic acid and 10 ml 6.07 HCl in dioxane. Total yield was 0.91 g. (88 percent). Analysis calculated for C22H32N4O4.HCl. H2O: C, 56.10; H, 7.49, N, 11.90. Found: C, 56.34; H, 7.48; N, 11.72. The reactants are N(=O)[O-].[Na+] (NaNO2), NC=1SC2=C(N1)C(=C(C=C2)C(=O)OC)C (methyl 2-amino-4-methylbenzothiazole-5-carboxylate), diazonium salt, P(=O)(O)(O)P(=O)(O)O (hypophosphoric acid). Run in O (water), P(O)(O)(O)=O (phosphoric acid). Run at temperature -8 celsius, time 8 hour. The product is CC1=C(C=CC2=C1N=CS2)C(=O)OC (Methyl 4-Methylbenzothiazole-5-carboxylate). Reaction SMILES: N[C:2]1[S:3][C:4]2[CH:10]=[CH:9][C:8]([C:11]([O:13][CH3:14])=[O:12])=[C:7]([CH3:15])[C:5]=2[N:6]=1.N([O-])=O.[Na+].P(P(O)(O)=O)(O)(O)=O>P(=O)(O)(O)O.O>[CH3:15][C:7]1[C:5]2[N:6]=[CH:2][S:3][C:4]=2[CH:10]=[CH:9][C:8]=1[C:11]([O:13][CH3:14])=[O:12] |f:1.2|. Procedure details: 15 g of methyl 2-amino-4-methylbenzothiazole-5-carboxylate (0.07 mol) were initially charged in 450 ml of phosphoric acid, and the mixture was cooled to −8° C. 27.9 g of NaNO2 (0.4 mol) in 30 ml of water were then added dropwise such that the temperature did not exceed −4° C. The diazonium salt was then added dropwise, at 5-10° C., to 169 ml of hypophosphoric acid, and the mixture was stirred at 20° C. overnight. The reaction solution was then neutralized and extracted exhaustively with ethyl ac... The reactants are CCNc1cc(C)[nH]c(=O)c1CNC(=O)c1cc(Br)cc2c1ccn2C(C)C, O=C([O-])O, CN1CCN(c2ccc(B3OC(C)(C)C(C)(C)O3)cn2)CC1, COCCOC, [Na+], O. Product: CCNc1cc(C)[nH]c(=O)c1CNC(=O)c1cc(-c2ccc(N3CCN(C)CC3)nc2)cc2c1ccn2C(C)C. RXN SMILES: [Br:1][c:2]1[cH:3][c:4]([C:14](=[O:15])[NH:16][CH2:17][c:18]2[c:19](=[O:28])[nH:20][c:21]([CH3:27])[cH:22][c:23]2[NH:24][CH2:25][CH3:26])[c:5]2[cH:6][cH:7][n:8]([CH:11]([CH3:12])[CH3:13])[c:9]2[cH:10]1.[C:51](=[O:52])([OH:53])[O-:54].[CH3:29][N:30]1[CH2:31][CH2:32][N:33]([c:36]2[n:37][cH:38][c:39]([B:42]3[O:43][C:44]([CH3:45])([CH3:46])[C:47]([CH3:48])([CH3:49])[O:50]3)[cH:40][cH:41]2)[CH2:34][CH2:35]1.[CH3:56][O:57][CH2:58][CH2:59][O:60][CH3:61].[Na+:55].[OH2:62]>>[c:2]1(-[c:39]2[cH:38][n:37][c:36]([N:33]3[CH2:32][CH2:31][N:30]([CH3:29])[CH2:35][CH2:34]3)[cH:41][cH:40]2)[cH:3][c:4]([C:14](=[O:15])[NH:16][CH2:17][c:18]2[c:19](=[O:28])[nH:20][c:21]([CH3:27])[cH:22][c:23]2[NH:24][CH2:25][CH3:26])[c:5]2[cH:6][cH:7][n:8]([CH:11]([CH3:12])[CH3:13])[c:9]2[cH:10]1. Reactants: CCc1ccc(NC(C)=O)c([N+](=O)[O-])c1, CCO, CCOC(C)=O, Cl, [Na+], O=C([O-])O. The product is CCc1ccc(N)c([N+](=O)[O-])c1. RXN SMILES: [CH2:1]([CH3:2])[c:3]1[cH:4][c:5]([N+:13](=[O:14])[O-:15])[c:6]([NH:9][C:10](=[O:11])[CH3:12])[cH:7][cH:8]1.[CH3:22][CH2:23][OH:24].[CH3:25][CH2:26][O:27][C:28]([CH3:29])=[O:30].[ClH:16].[Na+:21].[O-:17][C:18]([OH:19])=[O:20]>>[CH2:1]([CH3:2])[c:3]1[cH:4][c:5]([N+:13](=[O:14])[O-:15])[c:6]([NH2:9])[cH:7][cH:8]1.